This data is from the Open Reaction Database (ORD), a public repository of structured organic reaction records. The task is: describe an organic reaction: reactants, conditions, products, and yield Starting materials: Br (hydrobromic acid), stannous chloride, Br.NCCC1=C2CC(NC2=C(C=C1)OC)=O (4-(2-aminoethyl)-7-methoxy-2(3H)-indolone hydrobromide). Conditions: time 8 hour. Yields the product Br.NCCC1=C2CC(NC2=C(C=C1)O)=O (4-(2-aminoethyl)-7-hydroxy-2(3H)-indolone hydrobromide). Yield: 83.0%. Reaction SMILES: [BrH:1].Br.[NH2:3][CH2:4][CH2:5][C:6]1[CH:14]=[CH:13][C:12]([O:15]C)=[C:11]2[C:7]=1[CH2:8][C:9](=[O:17])[NH:10]2>>[BrH:1].[NH2:3][CH2:4][CH2:5][C:6]1[CH:14]=[CH:13][C:12]([OH:15])=[C:11]2[C:7]=1[CH2:8][C:9](=[O:17])[NH:10]2 |f:1.2,3.4|. Reported procedure: A 10 ml portion of constant boiling hydrobromic acid (48%) was dissolved from stannous chloride directly into the reaction vessel. To this was added 0.533 g (1.76 mmole) of 4-(2-aminoethyl)-7-methoxy-2(3H)-indolone hydrobromide and the reaction was stirred at reflux under argon for 3 hours then allowed to cool to room temperature. After being stored at 0° overnight, the reaction mixture was filtered. The solid was washed with cold methanol to give 0.40 g (83%) of 4-(2-aminoethyl)-7-hydroxy-2(3H)... The reactants are ClC(Cl)(Cl)Cl, CNC, O=C1C2=C(CCCC2)C(=O)N1c1cc(OC2CCCC2)c(Cl)cc1F. Product: CN(C)C(=O)C1=C(C(=O)Nc2cc(OC3CCCC3)c(Cl)cc2F)CCCC1. RXN SMILES: [C:29]([Cl:30])([Cl:31])([Cl:32])[Cl:33].[CH3:26][NH:27][CH3:28].[F:1][c:2]1[c:3]([N:15]2[C:16](=[O:25])[C:17]3=[C:18]([C:19]2=[O:20])[CH2:21][CH2:22][CH2:23][CH2:24]3)[cH:4][c:5]([O:9][CH:10]2[CH2:11][CH2:12][CH2:13][CH2:14]2)[c:6]([Cl:8])[cH:7]1>>[F:1][c:2]1[c:3]([NH:15][C:16]([C:17]2=[C:18]([C:19](=[O:20])[N:27]([CH3:26])[CH3:28])[CH2:21][CH2:22][CH2:23][CH2:24]2)=[O:25])[cH:4][c:5]([O:9][CH:10]2[CH2:11][CH2:12][CH2:13][CH2:14]2)[c:6]([Cl:8])[cH:7]1. The reactants are COCCNCCOC, Cc1ccccc1, CCOC(=O)C1=Cc2ccc(C(F)(F)C(F)(F)F)cc2N=C(N)C1. Yields the product COCCN(CCOC)C(=O)C1=Cc2ccc(C(F)(F)C(F)(F)F)cc2N=C(N)C1. Reaction SMILES: [CH3:1][O:2][CH2:3][CH2:4][NH:5][CH2:6][CH2:7][O:8][CH3:9].[CH3:34][c:35]1[cH:36][cH:37][cH:38][cH:39][cH:40]1.[NH2:10][C:11]1=[N:17][c:16]2[c:15]([cH:21][cH:20][c:19]([C:22]([C:23]([F:24])([F:25])[F:26])([F:27])[F:28])[cH:18]2)[CH:14]=[C:13]([C:29](=[O:30])[O:31][CH2:32][CH3:33])[CH2:12]1>>[CH3:1][O:2][CH2:3][CH2:4][N:5]([CH2:6][CH2:7][O:8][CH3:9])[C:29]([C:13]1=[CH:14][c:15]2[c:16]([cH:18][c:19]([C:22]([C:23]([F:24])([F:25])[F:26])([F:27])[F:28])[cH:20][cH:21]2)[N:17]=[C:11]([NH2:10])[CH2:12]1)=[O:30].